This data is from the Open Reaction Database (ORD), a public repository of structured organic reaction records. The task is: describe an organic reaction: reactants, conditions, products, and yield Starting materials: C(C1=CC=CC=C1)N1C2C(N(CC2CC1)C)C (2-benzyl-7,8-dimethyl-2,7-diazabicyclo[3.3.0]octane). Reagents/catalysts: [Pd] (palladium). Run in C(C)O (ethanol). Yields the product CN1CC2CCNC2C1C (7.8-Dimethyl-2,7-diazabicyclo[3.3.0]octane). As a reaction SMILES: C([N:8]1[CH2:15][CH2:14][CH:13]2[CH:9]1[CH:10]([CH3:17])[N:11]([CH3:16])[CH2:12]2)C1C=CC=CC=1>C(O)C.[Pd]>[CH3:16][N:11]1[CH:10]([CH3:17])[CH:9]2[CH:13]([CH2:14][CH2:15][NH:8]2)[CH2:12]1. Reported procedure: 10.8 g (46.9 mmol) of 2-benzyl-7,8-dimethyl-2,7-diazabicyclo[3.3.0]octane in 200 ml of ethanol are hydrogenated at 100° C. and 100 bar on 2.5 g of palladium-active carbon. The catalyst is filtered off with suction, the filtrate is concentrated and the residue is distilled. Reactants: CC(=O)OC(C)=O, O=CO, O=S(=O)(CC(NO)c1ccc(Cl)c(Cl)c1)N1CCN(c2cc(Cl)ncn2)CC1, C1CCOC1. The product is O=CN(O)C(CS(=O)(=O)N1CCN(c2cc(Cl)ncn2)CC1)c1ccc(Cl)c(Cl)c1. As a reaction SMILES: [CH3:1][C:2]([O:3][C:5]([CH3:4])=[O:7])=[O:6].[CH:8]([OH:9])=[O:10].[Cl:11][c:12]1[cH:13][c:14]([N:18]2[CH2:19][CH2:20][N:21]([S:24](=[O:25])(=[O:26])[CH2:27][CH:28]([c:29]3[cH:30][c:31]([Cl:36])[c:32]([Cl:35])[cH:33][cH:34]3)[NH:37][OH:38])[CH2:22][CH2:23]2)[n:15][cH:16][n:17]1.[O:39]1[CH2:40][CH2:41][CH2:42][CH2:43]1>>[CH:5](=[O:7])[N:37]([CH:28]([CH2:27][S:24]([N:21]1[CH2:20][CH2:19][N:18]([c:14]2[cH:13][c:12]([Cl:11])[n:17][cH:16][n:15]2)[CH2:23][CH2:22]1)(=[O:25])=[O:26])[c:29]1[cH:30][c:31]([Cl:36])[c:32]([Cl:35])[cH:33][cH:34]1)[OH:38]. Reactants: [Br-], CC(C)c1nc(COCc2ccccc2)[nH]c1Sc1cc(Cl)cc(Cl)c1, CI, CCCC[N+](CCCC)(CCCC)CCCC, [Na+], C1CCOC1, [OH-]. Product: CC(C)c1nc(COCc2ccccc2)n(C)c1Sc1cc(Cl)cc(Cl)c1. Reaction SMILES: [Br-:36].[CH2:1]([c:2]1[cH:3][cH:4][cH:5][cH:6][cH:7]1)[O:8][CH2:9][c:10]1[nH:11][c:12]([S:18][c:19]2[cH:20][c:21]([Cl:26])[cH:22][c:23]([Cl:25])[cH:24]2)[c:13]([CH:15]([CH3:16])[CH3:17])[n:14]1.[CH3:27][I:28].[CH3:37][CH2:38][CH2:39][CH2:40][N+:41]([CH2:42][CH2:43][CH2:44][CH3:45])([CH2:46][CH2:47][CH2:48][CH3:49])[CH2:50][CH2:51][CH2:52][CH3:53].[Na+:30].[O:31]1[CH2:32][CH2:33][CH2:34][CH2:35]1.[OH-:29]>>[CH2:1]([c:2]1[cH:3][cH:4][cH:5][cH:6][cH:7]1)[O:8][CH2:9][c:10]1[n:11]([CH3:27])[c:12]([S:18][c:19]2[cH:20][c:21]([Cl:26])[cH:22][c:23]([Cl:25])[cH:24]2)[c:13]([CH:15]([CH3:16])[CH3:17])[n:14]1. Starting materials: ClCCl, CC1CN(Cc2ccc(N(C)C(=O)c3ccc(Oc4ccc(F)cc4)nc3)cc2)CCN1C(=O)OC(C)(C)C, O=C(O)C(F)(F)F. Product: CC1CN(Cc2ccc(N(C)C(=O)c3ccc(Oc4ccc(F)cc4)nc3)cc2)CCN1, O=C(O)C(F)(F)F. RXN SMILES: [Cl:47][CH2:48][Cl:49].[F:1][c:2]1[cH:3][cH:4][c:5]([O:8][c:9]2[cH:10][cH:11][c:12]([C:15](=[O:16])[N:17]([c:18]3[cH:19][cH:20][c:21]([CH2:24][N:25]4[CH2:26][CH:27]([CH3:38])[N:28]([C:31]([O:32][C:33]([CH3:34])([CH3:35])[CH3:36])=[O:37])[CH2:29][CH2:30]4)[cH:22][cH:23]3)[CH3:39])[cH:13][n:14]2)[cH:6][cH:7]1.[F:40][C:41]([C:42](=[O:43])[OH:44])([F:45])[F:46]>>[F:1][c:2]1[cH:3][cH:4][c:5]([O:8][c:9]2[cH:10][cH:11][c:12]([C:15](=[O:16])[N:17]([c:18]3[cH:19][cH:20][c:21]([CH2:24][N:25]4[CH2:26][CH:27]([CH3:38])[NH:28][CH2:29][CH2:30]4)[cH:22][cH:23]3)[CH3:39])[cH:13][n:14]2)[cH:6][cH:7]1.[F:40][C:41]([C:42](=[O:43])[OH:44])([F:45])[F:46]. Reactants: C(#N)[BH3-].[Na+] (sodium cyanoborohydride), CC(C)(OC(=O)N[C@@H](C(=O)N1CC(C2=CC=CC=C12)CC1C=2N(C3=C(C(N1)=O)C=CC=C3)C(C=3C=CC=CC3N2)=O)CC(C)C)C (7-[(1-[2(R)-((1,1-Dimethylethoxy)carbonyl)amino-4-methylpentanoyl]-2,3-dihydro-1H-indol-3-yl)methyl]quinazolino(3,2-A)-1,4-benzodiazepin-5,13-(6H,7H)-dione), O (water). Run in C(C)(=O)O (acetic acid). Yields the product O.CC(C)(OC(=O)N[C@@H](C(=O)N1CC(C2=CC=CC=C12)CC1C=2N(C3=C(C(N1)=O)C=CC=C3)C(C=3C=CC=CC3N2)=O)CC(C)C)C (7-[(1-[2(R)-((1,1-dimethylethoxy)carbonyl)amino-4-methylpentanoyl]-2,3-dihydro-1H-indol-3-yl)methyl]quinazolino(3,2-A)-1,4-benzodiazepin-5,13-(5H,7H)-dione hydrate). Reaction SMILES: [CH3:1][C:2]([CH3:46])([O:4][C:5]([NH:7][C@H:8]([CH2:42][CH:43]([CH3:45])[CH3:44])[C:9]([N:11]1[C:19]2[C:14](=[CH:15][CH:16]=[CH:17][CH:18]=2)[CH:13]([CH2:20][CH:21]2[NH:27][C:26](=[O:28])[C:25]3[CH:29]=[CH:30][CH:31]=[CH:32][C:24]=3[N:23]3[C:33](=[O:41])[C:34]4[CH:35]=[CH:36][CH:37]=[CH:38][C:39]=4[N:40]=[C:22]23)[CH2:12]1)=[O:10])=[O:6])[CH3:3].C([BH3-])#N.[Na+].O>C(O)(=O)C>[OH2:4].[CH3:3][C:2]([CH3:46])([O:4][C:5]([NH:7][C@H:8]([CH2:42][CH:43]([CH3:44])[CH3:45])[C:9]([N:11]1[C:19]2[C:14](=[CH:15][CH:16]=[CH:17][CH:18]=2)[CH:13]([CH2:20][CH:21]2[NH:27][C:26](=[O:28])[C:25]3[CH:29]=[CH:30][CH:31]=[CH:32][C:24]=3[N:23]3[C:33](=[O:41])[C:34]4[CH:35]=[CH:36][CH:37]=[CH:38][C:39]=4[N:40]=[C:22]23)[CH2:12]1)=[O:10])=[O:6])[CH3:1] |f:1.2,5.6|. Reported procedure: 7-[(1-[2(R)-((1,1-Dimethylethoxy)carbonyl)amino-4-methylpentanoyl]-2,3-dihydro-1H-indol-3-yl)methyl]quinazolino(3,2-A)-1,4-benzodiazepin-5,13-(6H,7H)-dione (120 mg, 0.19 mmole) was dissolved in 3 ml of glacial acetic acid and treated at 10° with 48 mg (0.77 mmole) of sodium cyanoborohydride. After twenty minutes, the reaction mixture was poured into 50 ml of water, extracted with ethyl acetate (4×40 ml) and the combined organic extracts were washed with saturated sodium bicarbonate solution and ... Reactants: ClC1=C(C=CC=C1)C=C1CCC2(OCCO2)CC1 (8-(2-chlorophenylmethylene)-1,4-dioxaspiro[4.5]decane). The reagents and catalysts are [Pd] (palladium on charcoal). Run in C(C)O (ethanol). The product is ClC1=C(C=CC=C1)CC1CCC2(OCCO2)CC1 (8-(2-chlorophenylmethyl)-1,4-dioxaspiro[4.5]decane). Yield: 72.1%. As a reaction SMILES: [Cl:1][C:2]1[CH:7]=[CH:6][CH:5]=[CH:4][C:3]=1[CH:8]=[C:9]1[CH2:18][CH2:17][C:12]2([O:16][CH2:15][CH2:14][O:13]2)[CH2:11][CH2:10]1>C(O)C.[Pd]>[Cl:1][C:2]1[CH:7]=[CH:6][CH:5]=[CH:4][C:3]=1[CH2:8][CH:9]1[CH2:18][CH2:17][C:12]2([O:13][CH2:14][CH2:15][O:16]2)[CH2:11][CH2:10]1. Reported procedure: A solution of 6.9 grams (0.026 mole) of 8-(2-chlorophenylmethylene)-1,4-dioxaspiro[4.5]decane in about 50 mL of ethanol and 0.4 gram (catalyst) of 10% palladium on charcoal were placed in a hydrogenation bottle and hydrogenated using a Parr hydrogenation apparatus. Upon the theoretical uptake of hydrogen, the reaction mixture was filtered to remove the catalyst. The filtrate was concentrated under reduced pressure to a residue. The residue was subjected to column chromatography using silica gel.... The reactants are F[C@@H]1CO[C@@H](CC[C@H]1NC(OC(C)(C)C)=O)C1=C(C=NN1C)[N+](=O)[O-] (tert-butyl ((3S,4R,7S)-3-fluoro-7-(1-methyl-4-nitro-1H-pyrazol-5-yl)oxepan-4-yl)carbamate), F[C@@H]1CO[C@@H](CC[C@H]1NC(OC(C)(C)C)=O)C1=C(C=NN1C)[N+](=O)[O-] (tert-butyl ((3S,4R,7S)-3-fluoro-7-(1-methyl-4-nitro-1H-pyrazol-5-yl)oxepan-4-yl)carbamate), FC1=C(C(=CC(=C1)C1(CC1)O)F)C1=C(C=CC(=N1)C(=O)O)F (6-(2,6-difluoro-4-(1-hydroxycyclopropyl)phenyl)-5-fluoropicolinic acid). Product: N[C@@H]1CC[C@H](OC[C@H]1F)C1=C(C=NN1C)NC(C1=NC(=C(C=C1)F)C1=C(C=C(C=C1F)C1(CC1)O)F)=O (N-(5-((2S,5R,6S)-5-amino-6-fluorooxepan-2-yl)-1-methyl-1H-pyrazol-4-yl)-6-(2,6-difluoro-4-(1-hydroxycyclopropyl)phenyl)-5-fluoropicolinamide). RXN SMILES: [F:1][C@H:2]1[C@H:8]([NH:9]C(=O)OC(C)(C)C)[CH2:7][CH2:6][C@@H:5]([C:17]2[N:21]([CH3:22])[N:20]=[CH:19][C:18]=2[N+:23]([O-])=O)[O:4][CH2:3]1.[F:26][C:27]1[CH:32]=[C:31]([C:33]2([OH:36])[CH2:35][CH2:34]2)[CH:30]=[C:29]([F:37])[C:28]=1[C:38]1[N:43]=[C:42]([C:44](O)=[O:45])[CH:41]=[CH:40][C:39]=1[F:47]>>[NH2:9][C@H:8]1[C@H:2]([F:1])[CH2:3][O:4][C@H:5]([C:17]2[N:21]([CH3:22])[N:20]=[CH:19][C:18]=2[NH:23][C:44](=[O:45])[C:42]2[CH:41]=[CH:40][C:39]([F:47])=[C:38]([C:28]3[C:29]([F:37])=[CH:30][C:31]([C:33]4([OH:36])[CH2:34][CH2:35]4)=[CH:32][C:27]=3[F:26])[N:43]=2)[CH2:6][CH2:7]1. Procedure details: Following the procedure for Example 111 starting from tert-butyl ((3S,4R,7S)-3-fluoro-7-(1-methyl-4-nitro-1H-pyrazol-5-yl)oxepan-4-yl)carbamate (Intermediate 80), and replacing 5-((tert-butoxycarbonyl)amino)-2-(2,6-difluorophenyl)thiazole-4-carboxylic acid with 6-(2,6-difluoro-4-(1-hydroxycyclopropyl)phenyl)-5-fluoropicolinic acid (see US2012/225062) gave 204. 1H NMR (400 MHz, DMSO-d6) δ 10.17 (s, 1H), 8.27 (dd, J=8.7, 4.0 Hz, 1H), 8.13 (t, J=8.9 Hz, 1H), 7.90 (s, 1H), 7.09 (d, J=9.8 Hz, 2H), 6.... Starting materials: CNC(CC1N2C(SC1)=C(C(C2)C)C(=O)OC(C)C)=O (N-methyl-(7-isopropoxycarbonyl-6-methyl-2,3,5,6- tetrahydropyrrolo[2,1-b]-thiazol-3-yl)acetamide), C(#N)C=1C(C(=C(C(C1C#N)=O)Cl)Cl)=O (2,3-dicyano-5,6-dichloro-parabenzoquinone). Solvent: C(Cl)(Cl)Cl (chloroform). The product is CNC(CC1N2C(SC1)=C(C(=C2)C)C(=O)OC(C)C)=O (N-Methyl-(7-isopropoxycarbonyl-6-methyl-2,3-dihydropyrrolo[2,1-b]thiazol-3-yl)acetamide). Isolated yield 49.1%. As a reaction SMILES: [CH3:1][NH:2][C:3](=[O:20])[CH2:4][CH:5]1[CH2:9][S:8][C:7]2=[C:10]([C:14]([O:16][CH:17]([CH3:19])[CH3:18])=[O:15])[CH:11]([CH3:13])[CH2:12][N:6]12.C(C1C(=O)C(Cl)=C(Cl)C(=O)C=1C#N)#N>C(Cl)(Cl)Cl>[CH3:1][NH:2][C:3](=[O:20])[CH2:4][CH:5]1[CH2:9][S:8][C:7]2=[C:10]([C:14]([O:16][CH:17]([CH3:18])[CH3:19])=[O:15])[C:11]([CH3:13])=[CH:12][N:6]12. Procedure: 4.1 g of N-methyl-(7-isopropoxycarbonyl-6-methyl-2,3,5,6- tetrahydropyrrolo[2,1-b]-thiazol-3-yl)acetamide was dissolved in 150 ml of chloroform and 3.9 g of 2,3-dicyano-5,6-dichloro-parabenzoquinone was added thereto under ice-cooling and stirring. The mixture was stirred at room temperature for 1 hour. After removing the insoluble matters, the chloroform layer was successively washed with a saturated aqueous solution of sodium hydrogencarbonate and a saturated aqueous solution of sodium chlorid... Starting materials: [I-].C(C)(C)(C)OC(=O)N1CCN(CC1)C=1C=C2[S+]=C3C=C(C=C(C3=NC2=CC1)Cl)N(CC)CC (7-(4-(tert-butoxycarbonyl)piperazin-1-yl)-1-chloro-3-(diethylamino)phenothiazin-5-ium iodide), FC(C(=O)O)(F)F (trifluoroactic acid). Solvent: C(Cl)Cl (CH2Cl2). The product is FC(C(=O)[O-])(F)F.ClC1=CC(=CC2=[S+]C3=CC(=CC=C3N=C12)N1CCNCC1)N(CC)CC (1-chloro-3-(diethylamino)-7-(piperazin-1-yl)phenothiazin-5-ium 2,2,2-trifluoroacetate). As a reaction SMILES: [I-].C(OC([N:9]1[CH2:14][CH2:13][N:12]([C:15]2[CH:16]=[C:17]3[C:26](=[CH:27][CH:28]=2)[N:25]=[C:24]2[C:19]([CH:20]=[C:21]([N:30]([CH2:33][CH3:34])[CH2:31][CH3:32])[CH:22]=[C:23]2[Cl:29])=[S+:18]3)[CH2:11][CH2:10]1)=O)(C)(C)C.[F:35][C:36]([F:41])([F:40])[C:37]([OH:39])=[O:38]>C(Cl)Cl>[F:35][C:36]([F:41])([F:40])[C:37]([O-:39])=[O:38].[Cl:29][C:23]1[C:24]2[C:19](=[S+:18][C:17]3[C:26]([N:25]=2)=[CH:27][CH:28]=[C:15]([N:12]2[CH2:13][CH2:14][NH:9][CH2:10][CH2:11]2)[CH:16]=3)[CH:20]=[C:21]([N:30]([CH2:33][CH3:34])[CH2:31][CH3:32])[CH:22]=1 |f:0.1,4.5|. Reported procedure: The 7-(4-(tert-butoxycarbonyl)piperazin-1-yl)-1-chloro-3-(diethylamino)phenothiazin-5-ium iodide was dissolved in CH2Cl2 (4 mL) and trifluoroactic acid (4 mL) and heated at 70° C. overnight. The mixture was allowed to cool to RT and the solvent was evaporated to give a residue. The residue was purified by Prep TLC to give 2.2 mg of the desired product.